This data is from the Open Reaction Database (ORD), a public repository of structured organic reaction records. The task is: describe an organic reaction: reactants, conditions, products, and yield The reactants are O=C(O)Cc1ccc(Br)cc1, ClP(Cl)Cl. The product is O=C(Cl)Cc1ccc(Br)cc1. Reaction SMILES: [Br:1][c:2]1[cH:3][cH:4][c:5]([CH2:8][C:9](=[O:10])[OH:11])[cH:6][cH:7]1.[P:12]([Cl:13])([Cl:14])[Cl:15]>>[Br:1][c:2]1[cH:3][cH:4][c:5]([CH2:8][C:9](=[O:11])[Cl:13])[cH:6][cH:7]1. Reactants: Cl.NO (Hydroxylamine hydrochloride), C(#N)C=1C=C2C=C(N(C(C2=CC1)=O)C1=CC=C(C=C1)F)CCCCC(=O)OC(C)(C)C (tert-butyl 5-(6-cyano-2-(4-fluorophenyl)-1-oxo-1,2-dihydroisoquinolin-3-yl)pentanoate), C(=O)([O-])[O-].[K+].[K+] (K2CO3). The solvent is CO (MeOH), ClCCl (dichloromethane). Run at time 8 hour. The product is FC1=CC=C(C=C1)N1C(C2=CC=C(C=C2C=C1CCCCC(=O)OC(C)(C)C)C(N)=NO)=O (tert-butyl 5-(2-(4-fluorophenyl)-6-(N′-hydroxycarbamimidoyl)-1-oxo-1,2-dihydroisoquinolin-3-yl)pentanoate). Isolated yield 100.2%. RXN SMILES: Cl.[NH2:2][OH:3].[C:4]([C:6]1[CH:7]=[C:8]2[C:13](=[CH:14][CH:15]=1)[C:12](=[O:16])[N:11]([C:17]1[CH:22]=[CH:21][C:20]([F:23])=[CH:19][CH:18]=1)[C:10]([CH2:24][CH2:25][CH2:26][CH2:27][C:28]([O:30][C:31]([CH3:34])([CH3:33])[CH3:32])=[O:29])=[CH:9]2)#[N:5].C([O-])([O-])=O.[K+].[K+]>CO.ClCCl>[F:23][C:20]1[CH:21]=[CH:22][C:17]([N:11]2[C:10]([CH2:24][CH2:25][CH2:26][CH2:27][C:28]([O:30][C:31]([CH3:34])([CH3:33])[CH3:32])=[O:29])=[CH:9][C:8]3[C:13](=[CH:14][CH:15]=[C:6]([C:4](=[N:2][OH:3])[NH2:5])[CH:7]=3)[C:12]2=[O:16])=[CH:18][CH:19]=1 |f:0.1,3.4.5|. Procedure details: Hydroxylamine hydrochloride (183 mg, 2.64 mmol) was added to a stirred, room temperature mixture of tert-butyl 5-(6-cyano-2-(4-fluorophenyl)-1-oxo-1,2-dihydroisoquinolin-3-yl)pentanoate (185 mg, 0.440 mmol) and K2CO3 (365 mg, 2.64 mmol) in MeOH (20 mL) and the mixture was stirred at room temperature for overnight. The mixture was diluted with dichloromethane (60 mL), washed with aqueous ammonium chloride (saturated, 1×20 mL), dried (MgSO4), filtered and the solvent was evaporated under reduced p... Reactants: CSc1ccc2c(c1)C(c1ccc(NC(C)=O)cc1)=NNC2C, CCN=C=O, ClC(Cl)Cl. The product is CCNC(=O)N1N=C(c2ccc(NC(C)=O)cc2)c2cc(SC)ccc2C1C. Reaction SMILES: [C:1]([CH3:2])(=[O:3])[NH:4][c:5]1[cH:6][cH:7][c:8]([C:11]2=[N:12][NH:13][CH:14]([CH3:23])[c:15]3[cH:16][cH:17][c:18]([S:21][CH3:22])[cH:19][c:20]32)[cH:9][cH:10]1.[CH2:24]([CH3:25])[N:26]=[C:27]=[O:28].[CH:29]([Cl:30])([Cl:31])[Cl:32]>>[C:1]([CH3:2])(=[O:3])[NH:4][c:5]1[cH:6][cH:7][c:8]([C:11]2=[N:12][N:13]([C:27]([NH:26][CH2:24][CH3:25])=[O:28])[CH:14]([CH3:23])[c:15]3[cH:16][cH:17][c:18]([S:21][CH3:22])[cH:19][c:20]32)[cH:9][cH:10]1. Starting materials: [Br-].O=C(C[N+]1=C(C=CC(=C1)C(=O)OC)C)C (N-(2-oxo-1-propyl)-2-methyl-5-methoxycarbonylpyridinium bromide), C([O-])([O-])=O.[Na+].[Na+] (sodium carbonate). The product is CC=1C=C2C=CC(=CN2C1)C(=O)OC (methyl 2-methyl-indolizine-6-carboxylate). The solvent is C(C)O (ethanol). As a reaction SMILES: [Br-].O=[C:3]([CH3:16])[CH2:4][N+:5]1[CH:10]=[C:9]([C:11]([O:13][CH3:14])=[O:12])[CH:8]=[CH:7][C:6]=1[CH3:15].C(=O)([O-])[O-].[Na+].[Na+]>C(O)C>[CH3:16][C:3]1[CH:15]=[C:6]2[N:5]([CH:4]=1)[CH:10]=[C:9]([C:11]([O:13][CH3:14])=[O:12])[CH:8]=[CH:7]2 |f:0.1,2.3.4|. Yield: 92.7%. Procedure details: A mixture of Example 50A (570 mg, 2.32 mmol) and sodium carbonate (400 mg, 5.0 mmol) in ethanol (10 mL) was refluxed for 3 hours and concentrated. The concentrate was dissolved in dichloromethane, and this solution was washed with water, dried (MgSO4), filtered, and concentrated. The concentrate was purified by flash column chromatography on silica gel with 2:1 hexanes/dichloromethane to provide 407 mg (93%) of the desired product.